Dataset: the Open Reaction Database (ORD), a public repository of structured organic reaction records. Task: describe an organic reaction: reactants, conditions, products, and yield Reactants: C(C)(C)(C)OC(=O)NCCCN1C(C=2C(C=3C=C4C(=CC13)C=CC=C4)=NN(C2C)C(=O)OC(C)(C)C)=O (tert-butyl 5-{3-[(tert-butoxycarbonyl)amino]propyl}-3-methyl-4-oxo-4,5-dihydro-2H-benzo[g]pyrazolo[4,3-c]quinoline-2-carboxylate), FC(C(=O)O)(F)F (trifluoroacetic acid). The solvent is C(Cl)Cl (CH2Cl2). Conditions: time 4 hour. The product is NCCCN1C(C=2C(C=3C=C4C(=CC13)C=CC=C4)=NNC2C)=O (5-(3-aminopropyl)-3-methyl-2,5-dihydro-4H-benzo[g]pyrazolo[4,3-c]quinolin -4-one). RXN SMILES: C(OC([NH:8][CH2:9][CH2:10][CH2:11][N:12]1[C:21]2[CH:20]=[C:19]3[CH:22]=[CH:23][CH:24]=[CH:25][C:18]3=[CH:17][C:16]=2[C:15]2=[N:26][N:27](C(OC(C)(C)C)=O)[C:28]([CH3:29])=[C:14]2[C:13]1=[O:37])=O)(C)(C)C.FC(F)(F)C(O)=O>C(Cl)Cl>[NH2:8][CH2:9][CH2:10][CH2:11][N:12]1[C:21]2[CH:20]=[C:19]3[CH:22]=[CH:23][CH:24]=[CH:25][C:18]3=[CH:17][C:16]=2[C:15]2=[N:26][NH:27][C:28]([CH3:29])=[C:14]2[C:13]1=[O:37]. Procedure details: To a solution of tert-butyl 5-{3-[(tert-butoxycarbonyl)amino]propyl}-3-methyl-4-oxo-4,5-dihydro-2H-benzo[g]pyrazolo[4,3-c]quinoline-2-carboxylate (1-7) (0.14 g, 0.28 mmol, 1.0 equiv) in CH2Cl2 (6 ml) was added trifluoroacetic acid (3 ml) and the reaction was stirred at room temperature for 4 hours. The solvent was evaporated under reduced pressure and the residue was dissolved DMSO/NH4HO and purified by reverse phase liquid chromatography (H2O/CH3CN gradient w/0.05% NH4OH present) to yield 5-(3-... The reactants are COC(CNCCN(CC)CC)OC (N′-(2,2-dimethoxyethyl)-N,N-diethylethane-1,2-diamine), C(C)N(C(C)C)C(C)C (N-ethyl-N-isopropylpropan-2-amine), obtained oily product, FC(C(=O)O)(F)F (trifluoroacetic acid), C(C)C(C(=O)Cl)CC(=O)Cl (ethyl succinyl chloride). Solvent: C(Cl)Cl (methylene chloride), C(Cl)Cl (methylene chloride). Run at time 1 hour. The product is C(C)N(CCN(C(CCC(=O)OCC)=O)CC=O)CC (ethyl 4-{[2-(diethylamino)ethyl](2-oxoethyl)amino}-4-oxobutanoate). As a reaction SMILES: CO[CH:3]([O:13]C)[CH2:4][NH:5][CH2:6][CH2:7][N:8]([CH2:11][CH3:12])[CH2:9][CH3:10].C(N([CH:21]([CH3:23])C)C(C)C)C.C([CH:26]([CH2:30][C:31](Cl)=[O:32])[C:27](Cl)=[O:28])C.FC(F)(F)C(O)=[O:37]>C(Cl)Cl>[CH2:11]([N:8]([CH2:9][CH3:10])[CH2:7][CH2:6][N:5]([CH2:4][CH:3]=[O:13])[C:31](=[O:32])[CH2:30][CH2:26][C:27]([O:28][CH2:21][CH3:23])=[O:37])[CH3:12]. Procedure details: To a mixture of 1.0 g of N′-(2,2-dimethoxyethyl)-N,N-diethylethane-1,2-diamine, 0.84 mL of N-ethyl-N-isopropylpropan-2-amine, and 10 ml of methylene chloride was added 0.70 mL of ethyl succinyl chloride under ice cooling, followed by stirring for 1 hour under ice cooling. The reaction mixture was concentrated under reduced pressure, ethyl acetate and water were added thereto, and extracted with ethyl acetate. The organic layer was washed sequentially with water and saturated brine and dried over...